describe an organic reaction: reactants, conditions, products, and yield From a dataset of the Open Reaction Database (ORD), a public repository of structured organic reaction records. Starting materials: OC=1C=C(C=CC1)CC(C)NCCC(C1=CC=CC=C1)C1=CC=CC=C1 (1-(3-hydroxyphenyl)-2-(3,3-diphenylpropylamino)-propane), CS(=O)C (dimethylsulfoxide), [OH-].[Na+] (sodium hydroxide), ClC1=CC=C(CCl)C=C1 (4-chlorobenzyl chloride). Run in O (water). Run at time 0.5 hour. Product: Cl.ClC1=CC=C(COC=2C=C(C=CC2)CC(C)NCCC(C2=CC=CC=C2)C2=CC=CC=C2)C=C1 (1-[3-(4-chlorobenzyloxy)-phenyl]-2-(3,3-diphenylpropylamino)-propane hydrochloride). RXN SMILES: [OH:1][C:2]1[CH:3]=[C:4]([CH2:8][CH:9]([NH:11][CH2:12][CH2:13][CH:14]([C:21]2[CH:26]=[CH:25][CH:24]=[CH:23][CH:22]=2)[C:15]2[CH:20]=[CH:19][CH:18]=[CH:17][CH:16]=2)[CH3:10])[CH:5]=[CH:6][CH:7]=1.CS(C)=O.[OH-].[Na+].[Cl:33][C:34]1[CH:41]=[CH:40][C:37]([CH2:38]Cl)=[CH:36][CH:35]=1>O>[ClH:33].[Cl:33][C:34]1[CH:41]=[CH:40][C:37]([CH2:38][O:1][C:2]2[CH:3]=[C:4]([CH2:8][CH:9]([NH:11][CH2:12][CH2:13][CH:14]([C:15]3[CH:16]=[CH:17][CH:18]=[CH:19][CH:20]=3)[C:21]3[CH:22]=[CH:23][CH:24]=[CH:25][CH:26]=3)[CH3:10])[CH:5]=[CH:6][CH:7]=2)=[CH:36][CH:35]=1 |f:2.3,6.7|. Reported procedure: The mixture of 17.3 g of 1-(3-hydroxyphenyl)-2-(3,3-diphenylpropylamino)-propane, 100 ml of dimethylsulfoxide and 5 ml of 10 N-aqueous sodium hydroxide is stirred at room temperature for 1/2 hour, combined with 8.05 g of 4-chlorobenzyl chloride and stirred 16 hours longer. It is poured into water, extracted with ethyl acetate, the extract washed with saturated aqueous sodium chloride, dried and evaporated. The residue is taken up in diethyl ether, the solution acidified with isopropanolic hydrog... Conditions: time 8 hour. Yields the product ClC1=CC=C(CN2C=CC3=CC=CC(=C23)C(=O)N[C@@H](C)C2=CC=C(C=C2)C(NS(=O)(=O)CCCO)=O)C=C1 (1-(4-chlorobenzyl)-N-[(1S)-1-(4-{[(3-hydroxypropyl)sulfonyl]carbamoyl}phenyl)ethyl]-1H-indole-7-carboxamide). As a reaction SMILES: [Cl:1][C:2]1[CH:41]=[CH:40][C:5]([CH2:6][N:7]2[C:15]3[C:10](=[CH:11][CH:12]=[CH:13][C:14]=3[C:16]([NH:18][C@H:19]([C:21]3[CH:26]=[CH:25][C:24]([C:27](=[O:39])[NH:28][S:29]([CH2:32][CH2:33][CH2:34][O:35]C(=O)C)(=[O:31])=[O:30])=[CH:23][CH:22]=3)[CH3:20])=[O:17])[CH:9]=[CH:8]2)=[CH:4][CH:3]=1.C1COCC1.[OH-].[Na+].Cl>O.CO>[Cl:1][C:2]1[CH:3]=[CH:4][C:5]([CH2:6][N:7]2[C:15]3[C:10](=[CH:11][CH:12]=[CH:13][C:14]=3[C:16]([NH:18][C@H:19]([C:21]3[CH:26]=[CH:25][C:24]([C:27](=[O:39])[NH:28][S:29]([CH2:32][CH2:33][CH2:34][OH:35])(=[O:31])=[O:30])=[CH:23][CH:22]=3)[CH3:20])=[O:17])[CH:9]=[CH:8]2)=[CH:40][CH:41]=1 |f:2.3|. The reactants are Cl (hydrochloric acid), ClC1=CC=C(CN2C=CC3=CC=CC(=C23)C(=O)N[C@@H](C)C2=CC=C(C=C2)C(NS(=O)(=O)CCCOC(C)=O)=O)C=C1 (1-(4-chlorobenzyl)-N-[(1S)-1-(4-{[(3-acetoxypropyl)sulfonyl]carbamoyl}phenyl)ethyl]-1H-indole-7-carboxamide), C1CCOC1 (THF), [OH-].[Na+] (sodium hydroxide). The solvent is O (water), CO (methanol). Yield: 43.0%. Reported procedure: To a mixture of 1-(4-chlorobenzyl)-N-[(1S)-1-(4-{[(3-acetoxypropyl)sulfonyl]carbamoyl}phenyl)ethyl]-1H-indole-7-carboxamide (200 mg), THF (3 mL), and methanol (3 mL) was added a 1 M aqueous sodium hydroxide solution (1.7 mL), followed by stirring at room temperature overnight. The reaction mixture was adjusted to pH 4 by adding 1 M hydrochloric acid (1.7 mL), and further, water (20 mL) was added thereto, followed by stirring at room temperature for 30 minutes. The precipitated solid was collecte... The reactants are ClC1=C(C=C2C(C(=CN(C2=C1)C1CC1)C(=O)O)=O)F (7-chloro-1-cyclo-propyl-6-fluoro-1,4-dihydro-4-oxoquinoline-3-carboxylic acid), C(C)C1NCCNC1 (2-ethylpiperazine). The solvent is CS(=O)C (dimethyl sulphoxide). Conditions: temperature 140 celsius. Product: O.C1(CC1)N1C=C(C(C2=CC(=C(C=C12)N1CC(NCC1)CC)F)=O)C(=O)O (1-cyclopropyl-6-fluoro-1,4-dihydro-4-oxo-7-(3-ethyl-1-piperazinyl)quinoline-3-carboxylic acid monohydrate). The yield is 58.3%. Reaction SMILES: Cl[C:2]1[CH:11]=[C:10]2[C:5]([C:6](=[O:18])[C:7]([C:15]([OH:17])=[O:16])=[CH:8][N:9]2[CH:12]2[CH2:14][CH2:13]2)=[CH:4][C:3]=1[F:19].[CH2:20]([CH:22]1[CH2:27][NH:26][CH2:25][CH2:24][NH:23]1)[CH3:21]>CS(C)=O>[OH2:16].[CH:12]1([N:9]2[C:10]3[C:5](=[CH:4][C:3]([F:19])=[C:2]([N:26]4[CH2:25][CH2:24][NH:23][CH:22]([CH2:20][CH3:21])[CH2:27]4)[CH:11]=3)[C:6](=[O:18])[C:7]([C:15]([OH:17])=[O:16])=[CH:8]2)[CH2:14][CH2:13]1 |f:3.4|. Reported procedure: A mixture of 2.8 g (0.01 mol) of 7-chloro-1-cyclopropyl-6-fluoro-1,4-dihydro-4-oxoquinoline-3-carboxylic acid (II) and 3.4 g (0.03 mol) of 2-ethylpiperazine in 15 ml of dimethyl sulphoxide is heated at 140° C. for 2 hours. The solution is evaporated under high vacuum, the residue is heated with 30 ml of water to 90° C., the precipitate which has separated out is filtered off with suction, washed with water and methanol and isolated. 1.1 g (31% of theory) of 1-cyclopropyl-6-fluoro-1,4-dihydro-4-o... Starting materials: BrC=1C=C(C=O)C=CC1OC1=C(C=C(C=C1)F)F (3-bromo-4-(2,4-difluorophenoxy)benzaldehyde), C(C)O (ethanol), [BH4-].[Na+] (sodium borohydride). Solvent: O1CCCC1 (tetrahydrofuran). Run at time 1 hour. Product: BrC=1C=C(C=CC1OC1=C(C=C(C=C1)F)F)CO ((3-bromo-4-(2,4-difluorophenoxy)phenyl)methanol). Isolated yield 98.4%. RXN SMILES: [Br:1][C:2]1[CH:3]=[C:4]([CH:7]=[CH:8][C:9]=1[O:10][C:11]1[CH:16]=[CH:15][C:14]([F:17])=[CH:13][C:12]=1[F:18])[CH:5]=[O:6].C(O)C.[BH4-].[Na+]>O1CCCC1>[Br:1][C:2]1[CH:3]=[C:4]([CH2:5][OH:6])[CH:7]=[CH:8][C:9]=1[O:10][C:11]1[CH:16]=[CH:15][C:14]([F:17])=[CH:13][C:12]=1[F:18] |f:2.3|. Procedure: To a solution of Example 287a (3.76 g, 12 mmol) in the mixture of ethanol (10 mL) and tetrahydrofuran (10 mL) was added sodium borohydride (0.136 g, 3.60 mmol). The reaction mixture was stirred at ambient temperature for 1 hour. The solvent was evaporated and the residue was partitioned with ethyl acetate and water. The organic layer was washed with saturated aqueous sodium chloride, dried with anhydrous sodium sulfate, filtered, and concentrated to provide the title compound (3.72 g, 98%). Reactants: C(C1=CN=CC=C1)(=O)OC1=C(C=CC=C1[N+](=O)[O-])C(C)=O (2-acetyl-6-nitrophenyl nicotinate), OS(=O)(=O)O (H2SO4), CC(=O)O (AcOH), [OH-].[K+] (KOH). Solvent: N1=CC=CC=C1 (pyridine). Conditions: temperature 50 celsius. The product is [N+](=O)([O-])C=1C=CC=C2C(C=C(OC12)C=1C=NC=CC1)=O (8-nitro-2-(pyridin-3-yl)-4H-chromen-4-one). Isolated yield 34.7%. RXN SMILES: [C:1]([O:9][C:10]1[C:15]([N+:16]([O-:18])=[O:17])=[CH:14][CH:13]=[CH:12][C:11]=1[C:19](=[O:21])[CH3:20])(=O)[C:2]1[CH:7]=[CH:6][CH:5]=[N:4][CH:3]=1.[OH-].[K+].OS(O)(=O)=O.CC(O)=O>N1C=CC=CC=1>[N+:16]([C:15]1[CH:14]=[CH:13][CH:12]=[C:11]2[C:10]=1[O:9][C:1]([C:2]1[CH:3]=[N:4][CH:5]=[CH:6][CH:7]=1)=[CH:20][C:19]2=[O:21])([O-:18])=[O:17] |f:1.2|. Procedure details: 2-acetyl-6-nitrophenyl nicotinate 5 (1.3 g, 4.4 mmol) was dissolved in pyridine (10 mL) and heated to 50° C. Finely powdered KOH (3.4 g, 6.1 mmol) was added in small portions. After cooling to room temperature the reaction mixture was concentrated to dryness. Concentrated H2SO4 (0.4 g, 4.4 mmol) and AcOH (3 mL) was added and the mixture was heated to 80° C. for 2 h. The reaction mixture was concentrated to dryness and the crude residue was purified by flash chromatography eluting with Pentane/Et...